The task is: describe an organic reaction: reactants, conditions, products, and yield. This data is from the Open Reaction Database (ORD), a public repository of structured organic reaction records. Reactants: CC(C)(C)OC(=O)N1CCC(N)C1, Cn1c(-c2cncc(C=O)c2)c(C#N)c2ccc(Cl)cc21. The product is Cn1c(-c2cncc(CNC3CCN(C(=O)OC(C)(C)C)C3)c2)c(C#N)c2ccc(Cl)cc21. Reaction SMILES: [C:22]([CH3:23])([CH3:24])([CH3:25])[O:26][C:27](=[O:28])[N:29]1[CH2:30][CH:31]([NH2:34])[CH2:32][CH2:33]1.[Cl:1][c:2]1[cH:3][cH:4][c:5]2[c:6]([C:20]#[N:21])[c:7](-[c:12]3[cH:13][n:14][cH:15][c:16]([CH:18]=[O:19])[cH:17]3)[n:8]([CH3:11])[c:9]2[cH:10]1>>[Cl:1][c:2]1[cH:3][cH:4][c:5]2[c:6]([C:20]#[N:21])[c:7](-[c:12]3[cH:13][n:14][cH:15][c:16]([CH2:18][NH:34][CH:31]4[CH2:30][N:29]([C:27]([O:26][C:22]([CH3:23])([CH3:24])[CH3:25])=[O:28])[CH2:33][CH2:32]4)[cH:17]3)[n:8]([CH3:11])[c:9]2[cH:10]1. The reactants are [Na] (sodium), S1C=C(C=C1)CC(=O)NC1[C@@H]2N(C(=C(CS2)COC(C)=O)C(=O)[O-])C1=O.[Na+] (Sodium 7-(thien-3-ylacetamido)-3-acetoxymethylceph-3-em-4-carboxylate), SC1=NN=NN1CC(=O)N (5-mercapto-1H-tetrazol-1-ylacetamide), C([O-])(O)=O.[Na+] (sodium bicarbonate). Solvent: CCOCC (ether), CC(CC(C)=O)C (4-methylpentan-2-one), P(=O)([O-])([O-])[O-] (phosphate), CC(=O)C (acetone). The product is S1C=C(C=C1)CC(=O)NC1[C@@H]2N(C(=C(C(S2)C)SC2=NN=NN2CC(N)=O)C(=O)O)C1=O (7-(Thien-3-ylacetamido)-3-(1-carbamoylmethyl-1H-tetrazol-5-ylthio)-methylceph-3-em-4-carboxylic acid). Isolated yield 42.1%. Reaction SMILES: [S:1]1[CH:5]=[CH:4][C:3]([CH2:6][C:7]([NH:9][CH:10]2[C:25](=[O:26])[N:12]3[C:13]([C:22]([O-:24])=[O:23])=[C:14](COC(=O)C)[CH2:15][S:16][C@H:11]23)=[O:8])=[CH:2]1.[Na+].[SH:28][C:29]1[N:33]([CH2:34][C:35]([NH2:37])=[O:36])[N:32]=[N:31][N:30]=1.[C:38](=O)(O)[O-].[Na+].[Na]>P([O-])([O-])([O-])=O.CC(C)=O.CC(C)CC(=O)C.CCOCC>[S:1]1[CH:5]=[CH:4][C:3]([CH2:6][C:7]([NH:9][CH:10]2[C:25](=[O:26])[N:12]3[C:13]([C:22]([OH:24])=[O:23])=[C:14]([S:28][C:29]4[N:33]([CH2:34][C:35](=[O:36])[NH2:37])[N:32]=[N:31][N:30]=4)[CH:15]([CH3:38])[S:16][C@H:11]23)=[O:8])=[CH:2]1 |f:0.1,3.4,^1:42|. Reported procedure: Sodium 7-(thien-3-ylacetamido)-3-acetoxymethylceph-3-em-4-carboxylate (1.90 g, 4.6 mmole), 5-mercapto-1H-tetrazol-1-ylacetamide (0.81 g, 5.1 mmole) and sodium bicarbonate (0.42 g, 5 mmole) in pH 6.5 phosphate buffer (25 ml) were heated at 60° for 6 hours, then poured onto ice, washed with ethyl acetate (25 ml), acidified to pH 1.5 and extracted with ethyl acetate (3×20 ml). The extracts were washed with water and saturated brine, dried, evaporated to dryness and the residue triturated with anhyd... Starting materials: C(C)(C)(C)OC(N[C@H](CC1=C(C=CC=C1)F)C(N(C)OC)=O)=O ([(R)-2-(2-fluoro-phenyl)-1-(methoxy-methyl-carbamoyl)-ethyl]-carbamic acid tert-butyl ester), C(C)(C)(C)NC(C1=C(C=CC(=C1)C)C)=O (N-tert-butyl-2,5-dimethyl-benzamide). The product is C(C)(C)(C)OC(N[C@@H](C(CC1=C(C=C(C=C1)C)C(NC(C)(C)C)=O)=O)CC1=C(C=CC=C1)F)=O ([(R)-3-(2-tert-Butylcarbamoyl-4-methyl-phenyl)-1-(2-fluoro-benzyl)-2-oxo-propyl]-carbamic acid tert-butyl ester). As a reaction SMILES: [C:1]([O:5][C:6](=[O:23])[NH:7][C@@H:8]([C:17](=[O:22])N(OC)C)[CH2:9][C:10]1[CH:15]=[CH:14][CH:13]=[CH:12][C:11]=1[F:16])([CH3:4])([CH3:3])[CH3:2].[C:24]([NH:28][C:29](=[O:38])[C:30]1[CH:35]=[C:34]([CH3:36])[CH:33]=[CH:32][C:31]=1[CH3:37])([CH3:27])([CH3:26])[CH3:25]>>[C:1]([O:5][C:6](=[O:23])[NH:7][C@H:8]([CH2:9][C:10]1[CH:15]=[CH:14][CH:13]=[CH:12][C:11]=1[F:16])[C:17](=[O:22])[CH2:37][C:31]1[CH:32]=[CH:33][C:34]([CH3:36])=[CH:35][C:30]=1[C:29](=[O:38])[NH:28][C:24]([CH3:26])([CH3:25])[CH3:27])([CH3:2])([CH3:3])[CH3:4]. Procedure details: Using general procedure 2 with [(R)-2-(2-fluoro-phenyl)-1-(methoxy-methyl-carbamoyl)-ethyl]-carbamic acid tert-butyl ester (2.15 g, 6.6 mmol) and N-tert-butyl-2,5-dimethyl-benzamide (4.0 g, 20 mmol), followed by purification by silica gel flash column chromatography gives the title compound. Reactants: CO, CCOCC, COc1ccc(C#N)cc1C, Cl. Product: COc1ccc(C(=N)O)cc1C, Cl. RXN SMILES: [CH3:13][OH:14].[CH3:15][CH2:16][O:17][CH2:18][CH3:19].[CH3:1][O:2][c:3]1[c:4]([CH3:11])[cH:5][c:6]([C:7]#[N:8])[cH:9][cH:10]1.[ClH:12]>>[CH3:1][O:2][c:3]1[c:4]([CH3:11])[cH:5][c:6]([C:7](=[NH:8])[OH:14])[cH:9][cH:10]1.[ClH:12]. Reactants: CC(C)(C)OC(=O)C(C)(C)Sc1nc(CCNc2ccc(-c3ccc(OC(F)(F)F)cc3)nn2)cs1, ClCCl, O=C(O)C(F)(F)F. Yields the product CC(C)(Sc1nc(CCNc2ccc(-c3ccc(OC(F)(F)F)cc3)nn2)cs1)C(=O)O. As a reaction SMILES: [C:1]([CH3:2])([CH3:3])([CH3:4])[O:5][C:6]([C:7]([CH3:8])([S:9][c:10]1[s:11][cH:12][c:13]([CH2:15][CH2:16][NH:17][c:18]2[n:19][n:20][c:21](-[c:24]3[cH:25][cH:26][c:27]([O:30][C:31]([F:32])([F:33])[F:34])[cH:28][cH:29]3)[cH:22][cH:23]2)[n:14]1)[CH3:35])=[O:36].[Cl:44][CH2:45][Cl:46].[OH:37][C:38]([C:39]([F:40])([F:41])[F:42])=[O:43]>>[O:5]=[C:6]([C:7]([CH3:8])([S:9][c:10]1[s:11][cH:12][c:13]([CH2:15][CH2:16][NH:17][c:18]2[n:19][n:20][c:21](-[c:24]3[cH:25][cH:26][c:27]([O:30][C:31]([F:32])([F:33])[F:34])[cH:28][cH:29]3)[cH:22][cH:23]2)[n:14]1)[CH3:35])[OH:36]. Product: NC1=NC2=C(N1CCC(=O)OC)C=CC(=C2)C(C2=CC=CC=C2)=O (methyl 3-(2-amino-5-benzoylbenzimidazol-1-yl)propionate). Run at time 16 hour. Solvent: CO (methanol), CO (methanol). Reaction SMILES: [NH2:1][C:2]1[N:6]([CH2:7][CH2:8][C:9]([OH:11])=[O:10])[C:5]2[CH:12]=[CH:13][C:14]([C:16](=[O:23])[C:17]3[CH:22]=[CH:21][CH:20]=[CH:19][CH:18]=3)=[CH:15][C:4]=2[N:3]=1.Cl.[C:25](=O)(O)[O-].[Na+]>CO>[NH2:1][C:2]1[N:6]([CH2:7][CH2:8][C:9]([O:11][CH3:25])=[O:10])[C:5]2[CH:12]=[CH:13][C:14]([C:16](=[O:23])[C:17]3[CH:22]=[CH:21][CH:20]=[CH:19][CH:18]=3)=[CH:15][C:4]=2[N:3]=1 |f:2.3|. Procedure: A solution of 3-(2-amino-5-benzoylbenzimidazol-1-yl)-propionic acid (6.1 g.) in methanol (30 ml.) was treated with a saturated solution (30 ml.) of hydrogen chloride in methanol. The mixture was left at room temperature for 16 hours and then evaporated. The residue was dissolved in water. The solution obtained was adjusted to pH 8.5 with aqueous sodium bicarbonate solution and then extracted with ethyl acetate (3×50 ml.). The extracts were dried (MgSO4) and evaporated to give methyl 3-(2-amino-5... The reactants are C([O-])(O)=O.[Na+] (sodium bicarbonate), NC1=NC2=C(N1CCC(=O)O)C=CC(=C2)C(C2=CC=CC=C2)=O (3-(2-amino-5-benzoylbenzimidazol-1-yl)-propionic acid), Cl (hydrogen chloride). The reactants are C(C1=CC=CC=C1)N1CC=2C=CC(=NC2CC1)C(F)(F)F (6-Benzyl-2-(trifluoromethyl)-5,6,7,8-tetrahydro-1,6-naphthyridine), ClC(=O)OC(C)Cl (1-chloroethyl chloroformate), Intermediate 20. The solvent is CCOCC (ether). Product: Cl.FC(C1=NC=2CCNCC2C=C1)(F)F (2-(Trifluoromethyl)-5,6,7,8-tetrahydro-1,6-naphthyridine, hydrochloride). RXN SMILES: C([N:8]1[CH2:17][CH2:16][C:15]2[N:14]=[C:13]([C:18]([F:21])([F:20])[F:19])[CH:12]=[CH:11][C:10]=2[CH2:9]1)C1C=CC=CC=1.[Cl:22]C(OC(Cl)C)=O>CCOCC>[ClH:22].[F:21][C:18]([F:19])([F:20])[C:13]1[CH:12]=[CH:11][C:10]2[CH2:9][NH:8][CH2:17][CH2:16][C:15]=2[N:14]=1 |f:3.4|. Reported procedure: Treatment of the intermediate from Step A above with 1-chloroethyl chloroformate as described for Intermediate 20, Step C afforded the crude title compound. Trituration with ether provided the title compound as a pale orange powder. LC/MS 203.1 (M+1).